Dataset: the Open Reaction Database (ORD), a public repository of structured organic reaction records. Task: describe an organic reaction: reactants, conditions, products, and yield Starting materials: C(C1=CC=CC=C1)N1C(C2=CC=C(C=C2C(=C1C(=O)O)C1=CC=CC=C1)Br)=O (2-benzyl-6-bromo-1-oxo-4-phenyl-1,2-dihydroisoquinoline-3-carboxylic acid), C([O-])([O-])=O.[K+].[K+] (potassium carbonate), C(C1=CC=CC=C1)Br (benzylbromide), CN(C)C=O (DMF). The solvent is O (water). Reaction conditions: time 3 hour. The product is C(C1=CC=CC=C1)OC(=O)C=1N(C(C2=CC=C(C=C2C1C1=CC=CC=C1)Br)=O)CC1=CC=CC=C1 (2-benzyl-6-bromo-1-oxo-4-phenyl-1,2-dihydroisoquinoline-3-carboxylic acid benzyl ester). Isolated yield 84.0%. Reaction SMILES: [CH2:1]([N:8]1[C:17]([C:18]([OH:20])=[O:19])=[C:16]([C:21]2[CH:26]=[CH:25][CH:24]=[CH:23][CH:22]=2)[C:15]2[C:10](=[CH:11][CH:12]=[C:13]([Br:27])[CH:14]=2)[C:9]1=[O:28])[C:2]1[CH:7]=[CH:6][CH:5]=[CH:4][CH:3]=1.C(=O)([O-])[O-].[K+].[K+].[CH2:35](Br)[C:36]1[CH:41]=[CH:40][CH:39]=[CH:38][CH:37]=1.CN(C=O)C>O>[CH2:35]([O:19][C:18]([C:17]1[N:8]([CH2:1][C:2]2[CH:3]=[CH:4][CH:5]=[CH:6][CH:7]=2)[C:9](=[O:28])[C:10]2[C:15]([C:16]=1[C:21]1[CH:22]=[CH:23][CH:24]=[CH:25][CH:26]=1)=[CH:14][C:13]([Br:27])=[CH:12][CH:11]=2)=[O:20])[C:36]1[CH:41]=[CH:40][CH:39]=[CH:38][CH:37]=1 |f:1.2.3|. Reported procedure: A mixture of 2-benzyl-6-bromo-1-oxo-4-phenyl-1,2-dihydroisoquinoline-3-carboxylic acid (150 mg), potassium carbonate (95 mg), benzylbromide (81 μl) and DMF (5 ml) was stirred at room temperature for 3 hrs. After diluting with water, the mixture was extracted with ether. The extract was washed with saturated brine and dried over magnesium sulfate. The solvent was evaporated under reduced pressure and ethyl acetate and n-hexane was added to the residue. The mixture was crystallized to give the tit... The product is CCn1nc(-c2ccccc2)c(C(C)OC)c(Nc2cccc(Cl)c2)c1=O. As a reaction SMILES: [CH3:27][OH:28].[Cl:1][c:2]1[cH:3][c:4]([NH:8][c:9]2[c:10](=[O:26])[n:11]([CH2:24][CH3:25])[n:12][c:13](-[c:18]3[cH:19][cH:20][cH:21][cH:22][cH:23]3)[c:14]2[CH:15]([CH3:16])[OH:17])[cH:5][cH:6][cH:7]1.[OH2:29]>>[Cl:1][c:2]1[cH:3][c:4]([NH:8][c:9]2[c:10](=[O:26])[n:11]([CH2:24][CH3:25])[n:12][c:13](-[c:18]3[cH:19][cH:20][cH:21][cH:22][cH:23]3)[c:14]2[CH:15]([CH3:16])[O:17][CH3:27])[cH:5][cH:6][cH:7]1. Starting materials: CO, CCn1nc(-c2ccccc2)c(C(C)O)c(Nc2cccc(Cl)c2)c1=O, O. Starting materials: CS(=O)(=O)NC=1C=CC2=C(C(CC3(CCN(CC3)CCC3=CC=C(C=C3)N)O2)=O)C1 (6-methanesulfonamido-3,4-dihydro-1'-(2-(4-aminophenyl)ethyl)-spiro[(2H)-1-benzopyran-2,4'-piperidine]-4-one), N1=CC=CC=C1 (pyridine), C(C)(=O)Cl (acetyl chloride). Solvent: C(Cl)Cl (methylene chloride). Run at temperature 0 celsius, time 2 hour. Yields the product CS(=O)(=O)NC=1C=CC2=C(C(CC3(CCN(CC3)CCC3=CC=C(C=C3)NC(C)=O)O2)=O)C1 (6-Methanesulfonamido-3,4-dihydro-1'-(2-(4-acetamidophenyl)ethyl)-spiro[(2H)-1-benzopyran-2,4'-piperidine]-4-one). Isolated yield 17.7%. Reaction SMILES: [CH3:1][S:2]([NH:5][C:6]1[CH:7]=[CH:8][C:9]2[O:28][C:13]3([CH2:18][CH2:17][N:16]([CH2:19][CH2:20][C:21]4[CH:26]=[CH:25][C:24]([NH2:27])=[CH:23][CH:22]=4)[CH2:15][CH2:14]3)[CH2:12][C:11](=[O:29])[C:10]=2[CH:30]=1)(=[O:4])=[O:3].N1C=CC=CC=1.[C:37](Cl)(=[O:39])[CH3:38]>C(Cl)Cl>[CH3:1][S:2]([NH:5][C:6]1[CH:7]=[CH:8][C:9]2[O:28][C:13]3([CH2:18][CH2:17][N:16]([CH2:19][CH2:20][C:21]4[CH:22]=[CH:23][C:24]([NH:27][C:37](=[O:39])[CH3:38])=[CH:25][CH:26]=4)[CH2:15][CH2:14]3)[CH2:12][C:11](=[O:29])[C:10]=2[CH:30]=1)(=[O:3])=[O:4]. Procedure details: A suspension of 6-methanesulfonamido-3,4-dihydro-1'-(2-(4-aminophenyl)ethyl)-spiro[(2H)-1-benzopyran-2,4'-piperidine]-4-one (0.50 g, 1.2 mmol), and pyridine (0.09 mL, 1.2 mmol) in 25 mL of methylene chloride was cooled in an ice bath and treated dropwise with acetyl chloride (0.09 mL, 1.2 mmol). The mixture was stirred at 0° C. for 2 hours, and then filtered. The tan solid was washed with methylene chloride and dried in the air. The solid was found to be a mixture by thin layer analysis, and was... The reactants are C(C)(C)(C)OC(=O)N1CCC(CC1)NC1=NC(=NC(=C1)NC(C)=O)Cl (4-(6-acetylamino-2-chloro-pyrimidin-4-ylamino)-piperidine-1-carboxylic acid tert-butyl ester). Run in C(C)O (ethanol), Cl (HCl), O1CCOCC1 (dioxane). The product is Cl.Cl.ClC1=NC(=CC(=N1)NC(C)=O)NC1CCNCC1 (N-[2-Chloro-6-(piperidin-4-ylamino)-pyrimidin-4-yl]-acetamide dihydrochloride). As a reaction SMILES: C(OC([N:8]1[CH2:13][CH2:12][CH:11]([NH:14][C:15]2[CH:20]=[C:19]([NH:21][C:22](=[O:24])[CH3:23])[N:18]=[C:17]([Cl:25])[N:16]=2)[CH2:10][CH2:9]1)=O)(C)(C)C>C(O)C.Cl.O1CCOCC1>[ClH:25].[ClH:25].[Cl:25][C:17]1[N:18]=[C:19]([NH:21][C:22](=[O:24])[CH3:23])[CH:20]=[C:15]([NH:14][CH:11]2[CH2:12][CH2:13][NH:8][CH2:9][CH2:10]2)[N:16]=1 |f:4.5.6|. Reported procedure: A solution of 4-(6-acetylamino-2-chloro-pyrimidin-4-ylamino)-piperidine-1-carboxylic acid tert-butyl ester (0.1 g, 0.27 mmol) in ethanol (2 mL) and 4 M HCl in dioxane (2 mL) was stirred at rt for 2 h. The solvent was removed under reduced pressure and the crude product used in the consecutive step without further purification assuming quantitative deprotection and formation of the dihydrochloride salt. MS (ISP): 270.0 [M+H]+. Reactants: COC(=O)C1CNCCC1=O, Cc1ccc(S(=O)(=O)O)cc1, Cl, OCCO, c1ccccc1. Yields the product COC(=O)C1CNCCC12OCCO2. As a reaction SMILES: [CH3:17][O:18][C:19](=[O:20])[CH:21]1[CH2:22][NH:23][CH2:24][CH2:25][C:26]1=[O:27].[CH3:1][c:2]1[cH:3][cH:4][c:5]([S:6]([OH:7])(=[O:8])=[O:9])[cH:10][cH:11]1.[ClH:16].[OH:12][CH2:13][CH2:14][OH:15].[cH:28]1[cH:29][cH:30][cH:31][cH:32][cH:33]1>>[O:12]1[CH2:13][CH2:14][O:15][C:26]12[CH:21]([C:19]([O:18][CH3:17])=[O:20])[CH2:22][NH:23][CH2:24][CH2:25]2.